Dataset: the Open Reaction Database (ORD), a public repository of structured organic reaction records. Task: describe an organic reaction: reactants, conditions, products, and yield The reactants are C1(=CC=CC=C1)C(N1C=NC2=C1CCCCC2CO)(C2=CC=CC=C2)C2=CC=CC=C2 ((1-triphenylmethyl-1,4,5,6,7,8-hexahydrocycloheptaimidazole-4-yl)methanol), ClC1=C(C=CC=C1)O (2-chlorophenol). Product: Cl.ClC1=C(OCC2CCCCC=3NC=NC32)C=CC=C1 (4-(2-Chlorophenoxymethyl)-1,4,5,6,7,8-hexahydrocycloheptaimidazole, Hydrochloride Salt). RXN SMILES: C1(C(C2C=CC=CC=2)(C2C=CC=CC=2)[N:8]2[C:12]3[CH2:13][CH2:14][CH2:15][CH2:16][CH:17]([CH2:18][OH:19])[C:11]=3[N:10]=[CH:9]2)C=CC=CC=1.[Cl:32][C:33]1[CH:38]=[CH:37][CH:36]=[CH:35][C:34]=1O>>[ClH:32].[Cl:32][C:33]1[CH:38]=[CH:37][CH:36]=[CH:35][C:34]=1[O:19][CH2:18][CH:17]1[C:11]2[N:10]=[CH:9][NH:8][C:12]=2[CH2:13][CH2:14][CH2:15][CH2:16]1 |f:2.3|. Procedure: Using a procedure similar to that described in Example 22 and starting from (1-triphenylmethyl-1,4,5,6,7,8-hexahydrocycloheptaimidazole-4-yl)methanol (0.20 g, 0.49 mmol) and 2-chlorophenol (0.1 ml, 1 mmol) 94 mg (61%) of the title compound was obtained as a solid. Starting materials: enolate, C(C)(C)[N-]C(C)C.[Li+] (lithium diisopropylamide), CC1C2CC(=C(N2C1=O)C(=O)OCC1=CC=CC=C1)Cl (Benzyl 6-methyl-3-chloro-1-azabicyclo[3.2.0]hept-2-en-7-one-2-carboxylate), C(C)=O (acetaldehyde). The solvent is C1CCOC1 (THF). Product: OC(C)C1(C2CC(=C(N2C1=O)C(=O)OCC1=CC=CC=C1)Cl)C (benzyl 6-(1-hydroxyethyl)-6-methyl-3-chloro-1-azabicyclo[3.2.0]hept-2-en-7-one-2-carboxylate). Reaction SMILES: [CH3:1][CH:2]1[C:8](=[O:9])[N:7]2[CH:3]1[CH2:4][C:5]([Cl:20])=[C:6]2[C:10]([O:12][CH2:13][C:14]1[CH:19]=[CH:18][CH:17]=[CH:16][CH:15]=1)=[O:11].C([N-]C(C)C)(C)C.[Li+].[CH:29](=[O:31])[CH3:30]>C1COCC1>[OH:31][CH:29]([C:2]1([CH3:1])[C:8](=[O:9])[N:7]2[CH:3]1[CH2:4][C:5]([Cl:20])=[C:6]2[C:10]([O:12][CH2:13][C:14]1[CH:15]=[CH:16][CH:17]=[CH:18][CH:19]=1)=[O:11])[CH3:30] |f:1.2|. Procedure: Benzyl 6-methyl-3-chloro-1-azabicyclo[3.2.0]hept-2-en-7-one-2-carboxylate is converted to its enolate derivative with lithium diisopropylamide in anhydrous THF at -78° as described in the previous example. To this solution is added 10 equivalents of acetaldehyde. Workup as described in example 12 yields benzyl 6-(1-hydroxyethyl)-6-methyl-3-chloro-1-azabicyclo[3.2.0]hept-2-en-7-one-2-carboxylate. As a reaction SMILES: [CH:1]1([N:4]([CH2:37][C:38]2[C:47]3[C:42](=[CH:43][CH:44]=[CH:45][CH:46]=3)[N:41]=[CH:40][CH:39]=2)[C:5](=[O:36])[CH:6]([CH2:16][C:17]2[CH:22]=[CH:21][C:20]([O:23][CH2:24][CH2:25][O:26][C:27]3[C:32]([Cl:33])=[CH:31][C:30]([CH3:34])=[CH:29][C:28]=3[Cl:35])=[CH:19][CH:18]=2)[CH2:7][NH:8]C(=O)OC(C)(C)C)[CH2:3][CH2:2]1.Cl>C(Cl)Cl>[NH2:8][CH2:7][CH:6]([CH2:16][C:17]1[CH:22]=[CH:21][C:20]([O:23][CH2:24][CH2:25][O:26][C:27]2[C:32]([Cl:33])=[CH:31][C:30]([CH3:34])=[CH:29][C:28]=2[Cl:35])=[CH:19][CH:18]=1)[C:5]([N:4]([CH:1]1[CH2:2][CH2:3]1)[CH2:37][C:38]1[C:47]2[C:42](=[CH:43][CH:44]=[CH:45][CH:46]=2)[N:41]=[CH:40][CH:39]=1)=[O:36]. Conditions: time 3 hour. Reported procedure: To a CH2Cl2 solution (0.05 M) of tert-butyl (3-[cyclopropyl(quinolin-4-ylmethyl)amino]-2-{4-[2-(2,6-dichloro-4-methylphenoxy)ethoxy]benzyl}-3-oxopropyl)carbamate from the previous step (1 eq.) was added HCl (4.0 M dioxane solution, 30 eq.). The resulting solution was stirred at RT for 3 h. Following the removal of the volatiles in vacuo, the resulting residue was directly loaded onto a SiO2 column packed with 95:5 (v/v) CH2Cl2: 2.0 M NH3 in MeOH. Elution with the same solvent system furnished th... Run in C(Cl)Cl (CH2Cl2). The product is NCC(C(=O)N(CC1=CC=NC2=CC=CC=C12)C1CC1)CC1=CC=C(C=C1)OCCOC1=C(C=C(C=C1Cl)C)Cl (3-Amino-N-cyclopropyl-2-{4-[2-(2,6-dichloro-4-methylphenoxy)ethoxy]benzyl}-N-(quinolin-4-ylmethyl)propanamide). The reactants are C1(CC1)N(C(C(CNC(OC(C)(C)C)=O)CC1=CC=C(C=C1)OCCOC1=C(C=C(C=C1Cl)C)Cl)=O)CC1=CC=NC2=CC=CC=C12 (tert-butyl (3-[cyclopropyl(quinolin-4-ylmethyl)amino]-2-{4-[2-(2,6-dichloro-4-methylphenoxy)ethoxy]benzyl}-3-oxopropyl)carbamate), Cl (HCl). Reaction conditions: time 18 hour. The yield is 73.7%. The solvent is ClCCl (dichloromethane). The product is C(C1=CC=CC=C1)OC([C@@H]1N(C[C@H](C1)Br)C(=O)OC(C)(C)C)=O ((4S)-1-(tert-Butoxycarbonyl)-4-bromo-D-proline Benzyl Ester). Reaction SMILES: [CH2:1]([O:8][C:9](=[O:23])[C@H:10]1[CH2:14][C@@H:13](O)[CH2:12][N:11]1[C:16]([O:18][C:19]([CH3:22])([CH3:21])[CH3:20])=[O:17])[C:2]1[CH:7]=[CH:6][CH:5]=[CH:4][CH:3]=1.C(Br)(Br)(Br)[Br:25].C1(P(C2C=CC=CC=2)C2C=CC=CC=2)C=CC=CC=1>ClCCl>[CH2:1]([O:8][C:9](=[O:23])[C@H:10]1[CH2:14][C@H:13]([Br:25])[CH2:12][N:11]1[C:16]([O:18][C:19]([CH3:22])([CH3:21])[CH3:20])=[O:17])[C:2]1[CH:7]=[CH:6][CH:5]=[CH:4][CH:3]=1. Reactants: C(C1=CC=CC=C1)OC([C@@H]1N(C[C@@H](C1)O)C(=O)OC(C)(C)C)=O ((4R)-1-(tert-Butoxycarbonyl)-4-hydroxy-D-proline Benzyl Ester), C(Br)(Br)(Br)Br (CBr4), C1(=CC=CC=C1)P(C1=CC=CC=C1)C1=CC=CC=C1 (triphenylphosphine). Procedure details: The alcohol 34 (5.34 g, 16.7 mmol) and CBr4 (16.6 g, 50 mmol) were dissolved in 100 mL dichloromethane and solid triphenylphosphine (13.1 g, 50 mmol) was added over a 10 min period. This solution was allowed to stir for 18 h then worked up and purified as for the synthesis of 4a. This gave 4.73 g (74% yield) of the title compound. This material crystallized on standing to give material of m.p.=87°-88° C. (Et2O/hexane). 1H NMR (CDCl3) δ 1.35/1.46 (2s, 9H), 2.41 (m, 1H), 2.58 (m, 1H), 3.90 (m, 2H)... Yields the product FC=1N=C(C=2N=CN([C@H]3[C@H](O)[C@H](O)[C@@H](CO)O3)C2N1)N (2-Fluoroadenosine). Reactants: FC=1N=C(C=2N=CN([C@H]3[C@H](OC(C)=O)[C@H](OC(C)=O)[C@@H](COC(C)=O)O3)C2N1)N (2-Fluoro-2',3',5'-tri-O-acetyladenosine), CO (methanol), O[Li].O (LiOH·H2O), C(Cl)(Cl)Cl (Chloroform). Procedure details: 2-Fluoro-2',3',5'-tri-O-acetyladenosine (0.41 g, 1.0 mmol, lt. yellow solid) was dissolved in a mixture of 1,4-dioxane (5 mL) and water (1 mL) . The solution was stirred at ambient temperature and solid LiOH·H2O (1.40 mL, 3.5 mmol) was added in one portion. The progress of the reaction was monitored by TLC (9:1 Chloroform:methanol). After 2 hours, most of the suspended solid had dissolved and TLC showed no acetylated intermediates remaining. The cloudy reaction mixture was poured directly onto a... Run in O1CCOCC1 (1,4-dioxane), O (water). RXN SMILES: [F:1][C:2]1[N:3]=[C:4]([NH2:29])[C:5]2[N:6]=[CH:7][N:8]([C:27]=2[N:28]=1)[C@@H:9]1[O:26][C@H:20]([CH2:21][O:22]C(=O)C)[C@@H:15]([O:16]C(=O)C)[C@H:10]1[O:11]C(=O)C.O[Li].O.C(Cl)(Cl)Cl.CO>O1CCOCC1.O>[F:1][C:2]1[N:3]=[C:4]([NH2:29])[C:5]2[N:6]=[CH:7][N:8]([C:27]=2[N:28]=1)[C@@H:9]1[O:26][C@H:20]([CH2:21][OH:22])[C@@H:15]([OH:16])[C@H:10]1[OH:11] |f:1.2|. Run at time 2 hour. Starting materials: [N+](=O)([O-])C (nitromethane), ice water, N1C=CC2=CC=C(C=C12)C(=O)OC (methyl indole-6-carboxylate), Cl[Sn](Cl)(Cl)Cl (SnCl4), FC1=CC=C(C=C1)C1=NOC(=C1C(=O)Cl)C (3-(4-fluoro-phenyl)-5-methyl-isoxazole-4-carboxylic acid chloride). Solvent: C(Cl)Cl (CH2Cl2), C(Cl)Cl (CH2Cl2). Conditions: time 40 minute. Yields the product COC(=O)C1=CC=C2C(=CNC2=C1)C(=O)C=1C(=NOC1C)C1=CC=C(C=C1)F (3-[3-(4-Fluoro-phenyl)-5-methyl-isoxazole-4-carbonyl]-1H-indole-6-carboxylic acid methyl ester). The yield is 22.5%. Reaction SMILES: [NH:1]1[C:9]2[C:4](=[CH:5][CH:6]=[C:7]([C:10]([O:12][CH3:13])=[O:11])[CH:8]=2)[CH:3]=[CH:2]1.Cl[Sn](Cl)(Cl)Cl.[F:19][C:20]1[CH:25]=[CH:24][C:23]([C:26]2[C:30]([C:31](Cl)=[O:32])=[C:29]([CH3:34])[O:28][N:27]=2)=[CH:22][CH:21]=1.[N+](C)([O-])=O>C(Cl)Cl>[CH3:13][O:12][C:10]([C:7]1[CH:8]=[C:9]2[C:4]([C:3]([C:31]([C:30]3[C:26]([C:23]4[CH:24]=[CH:25][C:20]([F:19])=[CH:21][CH:22]=4)=[N:27][O:28][C:29]=3[CH3:34])=[O:32])=[CH:2][NH:1]2)=[CH:5][CH:6]=1)=[O:11]. Procedure details: To a stirred solution of 1.75 g (10 mmol) methyl indole-6-carboxylate (commercially available) in 15 mL of dry CH2Cl2 under argon at 0° C. was added 1.41 mL (12 mmol) of SnCl4 in one portion. After removing the ice-bath, the mixture was stirred for 40 min at room temperature and then 2.39 g (10 mmol) of 3-(4-fluoro-phenyl)-5-methyl-isoxazole-4-carboxylic acid chloride (Prepared from the corresponding acid according to: J. Agric. Food Chem. 1995, 43, 219-228.) in 5 mL of CH2Cl2 was added at 0° C.... The reactants are FC1=C(C=C(C=C1)F)C(C=1C(=CC(=NC1)C(=O)O)C)S(=O)(=O)C1=CC=C(C=C1)OCC (5-[(2,5-difluorophenyl)[(4-ethoxyphenyl)sulfonyl]methyl]-4-methylpyridine-2-carboxylic acid), NCCO (2-aminoethanol), ON1N=NC2=C1C=CC=C2 (1-hydroxybenzotriazole), CN1CCOCC1 (4-methylmorpholine), Cl.C(C)N=C=NCCCN(C)C (1-ethyl-3-(3-dimethylaminopropyl)carbodiimide hydrochloride). The solvent is C(Cl)Cl (methylene chloride). Conditions: time 3 hour. Product: FC1=C(C=C(C=C1)F)C(C=1C(=CC(=NC1)C(=O)NCCO)C)S(=O)(=O)C1=CC=C(C=C1)OCC (5-[(2,5-Difluorophenyl)[(4-ethoxyphenyl)sulfonyl]methyl]-N-(2-hydroxyethyl)-4-methylpyridine-2-carboxamide). RXN SMILES: [F:1][C:2]1[CH:7]=[CH:6][C:5]([F:8])=[CH:4][C:3]=1[CH:9]([S:20]([C:23]1[CH:28]=[CH:27][C:26]([O:29][CH2:30][CH3:31])=[CH:25][CH:24]=1)(=[O:22])=[O:21])[C:10]1[C:11]([CH3:19])=[CH:12][C:13]([C:16]([OH:18])=O)=[N:14][CH:15]=1.[NH2:32][CH2:33][CH2:34][OH:35].ON1C2C=CC=CC=2N=N1.CN1CCOCC1.Cl.C(N=C=NCCCN(C)C)C>C(Cl)Cl>[F:1][C:2]1[CH:7]=[CH:6][C:5]([F:8])=[CH:4][C:3]=1[CH:9]([S:20]([C:23]1[CH:24]=[CH:25][C:26]([O:29][CH2:30][CH3:31])=[CH:27][CH:28]=1)(=[O:21])=[O:22])[C:10]1[C:11]([CH3:19])=[CH:12][C:13]([C:16]([NH:32][CH2:33][CH2:34][OH:35])=[O:18])=[N:14][CH:15]=1 |f:4.5|. Procedure details: To a solution of 5-[(2,5-difluorophenyl)[(4-ethoxyphenyl)sulfonyl]methyl]-4-methylpyridine-2-carboxylic acid (112 mg, 0.25 mmol) in methylene chloride (3 ml), 2-aminoethanol (0.017 ml, 0.28 mmol), 1-hydroxybenzotriazole (37 mg, 0.28 mmol), 4-methylmorpholine (0.030 ml, 0.28 mmol), and 1-ethyl-3-(3-dimethylaminopropyl)carbodiimide hydrochloride (53 mg, 0.28 mmol) were added at room temperature. After stirring for 3 hours at room temperature, the reaction mixture was washed with water and then sat... The product is ClC1=CN=CC(=N1)N1CC(NCC1)=O (6-chloro-2-(3-oxo-1-piperazinyl)-pyrazine). Reported procedure: A mixture of 10.0 g (0.0067 mole) of 2,6-dichloropyrazine and 14 g (0.14 mole) of 2-oxopiperazine in 100 ml of acetonitrile is refluxed 1.5 hour with stirring under N2. The mixture is concentrated under vacuum, the residue titrated with water and filtered, and the crude solid recrystallized from water (charcoal treatment) to give off-white plates of the subject compound, 7.7 g, mp 192°-193° C. The solvent is C(C)#N (acetonitrile). RXN SMILES: Cl[C:2]1[CH:7]=[N:6][CH:5]=[C:4]([Cl:8])[N:3]=1.[O:9]=[C:10]1[CH2:15][NH:14][CH2:13][CH2:12][NH:11]1>C(#N)C>[Cl:8][C:4]1[N:3]=[C:2]([N:14]2[CH2:13][CH2:12][NH:11][C:10](=[O:9])[CH2:15]2)[CH:7]=[N:6][CH:5]=1. Starting materials: ClC1=NC(=CN=C1)Cl (2,6-dichloropyrazine), O=C1NCCNC1 (2-oxopiperazine).